This data is from the Open Reaction Database (ORD), a public repository of structured organic reaction records. The task is: describe an organic reaction: reactants, conditions, products, and yield Reactants: CN1N=CC(=C1)C1=CN=C2C(=N1)N(N=N2)C[C@@H]2CN(CCC2)C2=NC=C(C=N2)C2=CC=C(CN1CCN(CC1)C(C)=O)C=C2 ((S)-1-(4-(4-(2-(3-((6-(1-methyl-1H-pyrazol-4-yl)-1H-[1,2,3]triazolo[4,5-b]pyrazin-1-yl)methyl)piperidin-1-yl)pyrimidin-5-yl)benzyl)piperazin-1-yl)ethanone), Cl (HCl). Run in C(Cl)Cl (CH2Cl2), O1CCOCC1 (dioxane). Run at time 1 hour. The product is Cl.CN1N=CC(=C1)C1=CN=C2C(=N1)N(N=N2)C[C@@H]2CN(CCC2)C2=NC=C(C=N2)C2=CC=C(CN1CCN(CC1)C(C)=O)C=C2 ((S)-1-(4-(4-(2-(3-((6-(1-methyl-1H-pyrazol-4-yl)-1H-[1,2,3]triazolo[4,5-b]pyrazin-1-yl)methyl)piperidin-1-yl)pyrimidin-5-yl)benzyl)piperazin-1-yl)ethanone hydrochloride). Yield: 90.0%. Reaction SMILES: [CH3:1][N:2]1[CH:6]=[C:5]([C:7]2[N:12]=[C:11]3[N:13]([CH2:16][C@H:17]4[CH2:22][CH2:21][CH2:20][N:19]([C:23]5[N:28]=[CH:27][C:26]([C:29]6[CH:44]=[CH:43][C:32]([CH2:33][N:34]7[CH2:39][CH2:38][N:37]([C:40](=[O:42])[CH3:41])[CH2:36][CH2:35]7)=[CH:31][CH:30]=6)=[CH:25][N:24]=5)[CH2:18]4)[N:14]=[N:15][C:10]3=[N:9][CH:8]=2)[CH:4]=[N:3]1.[ClH:45]>C(Cl)Cl.O1CCOCC1>[ClH:45].[CH3:1][N:2]1[CH:6]=[C:5]([C:7]2[N:12]=[C:11]3[N:13]([CH2:16][C@H:17]4[CH2:22][CH2:21][CH2:20][N:19]([C:23]5[N:28]=[CH:27][C:26]([C:29]6[CH:30]=[CH:31][C:32]([CH2:33][N:34]7[CH2:35][CH2:36][N:37]([C:40](=[O:42])[CH3:41])[CH2:38][CH2:39]7)=[CH:43][CH:44]=6)=[CH:25][N:24]=5)[CH2:18]4)[N:14]=[N:15][C:10]3=[N:9][CH:8]=2)[CH:4]=[N:3]1 |f:4.5|. Reported procedure: (S)-1-(4-(4-(2-(3-((6-(1-methyl-1H-pyrazol-4-yl)-1H-[1,2,3]triazolo[4,5-b]pyrazin-1-yl)methyl)piperidin-1-yl)pyrimidin-5-yl)benzyl)piperazin-1-yl)ethanone (48 mg, 0.08 mmol) was dissolved in CH2Cl2(5 ml), and 4 N HCl in dioxane (1 ml) was added, followed by stirring at room temperature for 1 hour. After the reaction was completed, the reaction mixture was purified with ether to give (S)-1-(4-(4-(2-(3-((6-(1-methyl-1H-pyrazol-4-yl)-1H-[1,2,3]triazolo[4,5-b]pyrazin-1-yl)methyl)piperidin-1-yl)pyrim... Reactants: CCO, [H][H], O=[N+]([O-])c1ccc(CCl)cc1, O=[N+]([O-])c1ccc(CN2CCC(C(c3ccccc3)c3ccccc3)CC2)cc1, [Na+], [Na+], O=C([O-])[O-], C1CCOC1, O, c1ccc(C(c2ccccc2)C2CCNCC2)cc1. Yields the product Nc1ccc(CN2CCC(C(c3ccccc3)c3ccccc3)CC2)cc1. As a reaction SMILES: [CH3:68][CH2:69][OH:70].[H:66][H:67].[N+:20]([c:21]1[cH:22][cH:23][c:24]([CH2:25][Cl:26])[cH:27][cH:28]1)([O-:29])=[O:30].[N+:37]([O-:38])(=[O:39])[c:40]1[cH:41][cH:42][c:43]([CH2:46][N:47]2[CH2:48][CH2:49][CH:50]([CH:53]([c:54]3[cH:55][cH:56][cH:57][cH:58][cH:59]3)[c:60]3[cH:61][cH:62][cH:63][cH:64][cH:65]3)[CH2:51][CH2:52]2)[cH:44][cH:45]1.[Na+:31].[Na+:32].[O-:33][C:34](=[O:35])[O-:36].[O:72]1[CH2:73][CH2:74][CH2:75][CH2:76]1.[OH2:71].[c:1]1([CH:2]([c:3]2[cH:4][cH:5][cH:6][cH:7][cH:8]2)[CH:9]2[CH2:10][CH2:11][NH:12][CH2:13][CH2:14]2)[cH:15][cH:16][cH:17][cH:18][cH:19]1>>[NH2:37][c:40]1[cH:41][cH:42][c:43]([CH2:46][N:47]2[CH2:48][CH2:49][CH:50]([CH:53]([c:54]3[cH:55][cH:56][cH:57][cH:58][cH:59]3)[c:60]3[cH:61][cH:62][cH:63][cH:64][cH:65]3)[CH2:51][CH2:52]2)[cH:44][cH:45]1. The reactants are FC=1C=C(N)C=CC1F (3,4-difluoroaniline), Cl.BrCCNCCBr (bis(2-bromoethyl)amine hydrochloride). Solvent: ClC1=CC=CC=C1 (chlorobenzene), C(C)OCC (diethyl ether). Product: Cl.Cl.FC=1C=C(C=CC1F)N1CCNCC1 (1-(3,4-difluoro-phenyl)-piperazine dihydrochloride). Yield: 201.2%. Reaction SMILES: [F:1][C:2]1[CH:3]=[C:4]([CH:6]=[CH:7][C:8]=1[F:9])[NH2:5].[ClH:10].Br[CH2:12][CH2:13][NH:14][CH2:15][CH2:16]Br>ClC1C=CC=CC=1.C(OCC)C>[ClH:10].[ClH:10].[F:1][C:2]1[CH:3]=[C:4]([N:5]2[CH2:16][CH2:15][NH:14][CH2:13][CH2:12]2)[CH:6]=[CH:7][C:8]=1[F:9] |f:1.2,5.6.7|. Reported procedure: A mixture of 3,4-difluoroaniline (3.6 g) and bis(2-bromoethyl)amine hydrochloride (5.0 g) in 50 mL of chlorobenzene is warmed to reflux under argon for 48 hours. The mixture is cooled to room temperature, diluted with 100 mL of diethyl ether, and extracted with three 150 mL portions of 1N HCl. The aqueous extracts are backwashed with three 50 mL portions of ether, which are discarded. The combined aqueous fractions are basified to pH 11 with 12N NaOH. The resulting mixture is extracted with thre...